From a dataset of the Open Reaction Database (ORD), a public repository of structured organic reaction records. describe an organic reaction: reactants, conditions, products, and yield The reactants are COc1ccc(N)cc1N1CC(C)NC(C)C1, ClCCl, O=S(=O)(Cl)c1ccc(-c2ccccn2)s1. Product: COc1ccc(NS(=O)(=O)c2ccc(-c3ccccn3)s2)cc1N1CC(C)NC(C)C1. As a reaction SMILES: [CH3:1][CH:2]1[CH2:3][N:4]([c:9]2[cH:10][c:11]([NH2:12])[cH:13][cH:14][c:15]2[O:16][CH3:17])[CH2:5][CH:6]([CH3:8])[NH:7]1.[Cl:33][CH2:34][Cl:35].[n:18]1[c:19](-[c:24]2[cH:25][cH:26][c:27]([S:29](=[O:30])(=[O:31])[Cl:32])[s:28]2)[cH:20][cH:21][cH:22][cH:23]1>>[CH3:1][CH:2]1[CH2:3][N:4]([c:9]2[cH:10][c:11]([NH:12][S:29]([c:27]3[cH:26][cH:25][c:24](-[c:19]4[n:18][cH:23][cH:22][cH:21][cH:20]4)[s:28]3)(=[O:30])=[O:31])[cH:13][cH:14][c:15]2[O:16][CH3:17])[CH2:5][CH:6]([CH3:8])[NH:7]1.